This data is from the Open Reaction Database (ORD), a public repository of structured organic reaction records. The task is: describe an organic reaction: reactants, conditions, products, and yield As a reaction SMILES: N1C=CC=CC=1.[C:7](Cl)(=[O:11])[CH:8]([CH3:10])[CH3:9].[NH2:13][C:14]1[C:22]2[C:17](=[N:18][CH:19]=[C:20]([Cl:38])[C:21]=2[N:23]2[CH2:28][CH2:27][CH2:26][C@@H:25]([N:29]([CH3:37])[C:30](=[O:36])[O:31][C:32]([CH3:35])([CH3:34])[CH3:33])[CH2:24]2)[NH:16][CH:15]=1.[Li+].[OH-]>CN1C(=O)CCC1.CC#N.O.C(Cl)Cl.O>[Cl:38][C:20]1[C:21]([N:23]2[CH2:28][CH2:27][CH2:26][C@@H:25]([N:29]([CH3:37])[C:30](=[O:36])[O:31][C:32]([CH3:33])([CH3:34])[CH3:35])[CH2:24]2)=[C:22]2[C:14]([NH:13][C:7](=[O:11])[CH:8]([CH3:10])[CH3:9])=[CH:15][NH:16][C:17]2=[N:18][CH:19]=1 |f:3.4,6.7|. Reported procedure: Pyridine (1 mL) and isobutyryl chloride (0.421 g, 3.95 mmol) were added to (R)-tert-butyl 1-(3-amino-5-chloro-1H-pyrrolo[2,3-b]pyridin-4-yl)piperidin-3-yl(methyl)carbamate (0.300 g, 0.790 mmol; Example 112, Step A) in NMP (2 mL), and the reaction was stirred at room temperature for 1 hour. 3M aqueous LiOH (3 mL) was then added, and the reaction was stirred for 10 minutes. Water (10 mL) and DCM (10 mL) were then added, and the organic layer was separated, dried, filtered and concentrated. The cru... Product: ClC=1C(=C2C(=NC1)NC=C2NC(C(C)C)=O)N2C[C@@H](CCC2)N(C(OC(C)(C)C)=O)C ((R)-tert-butyl 1-(5-chloro-3-isobutyramido-1H-pyrrolo[2,3-b]pyridin-4-yl)piperidin-3-yl(methyl)carbamate). Solvent: CC#N.O (CH3CN water), CN1CCCC1=O (NMP), C(Cl)Cl (DCM), O (Water). The yield is 50.6%. The reactants are [Li+].[OH-] (LiOH), N1=CC=CC=C1 (Pyridine), C(C(C)C)(=O)Cl (isobutyryl chloride), NC1=CNC2=NC=C(C(=C21)N2C[C@@H](CCC2)N(C(OC(C)(C)C)=O)C)Cl ((R)-tert-butyl 1-(3-amino-5-chloro-1H-pyrrolo[2,3-b]pyridin-4-yl)piperidin-3-yl(methyl)carbamate). Conditions: time 1 hour.